This data is from the Open Reaction Database (ORD), a public repository of structured organic reaction records. The task is: describe an organic reaction: reactants, conditions, products, and yield Reactants: CC1=C(C(=O)Cl)C=CC=C1 (2-methylbenzoyl chloride), OCC(=O)C1=CC=CC=C1 (2-hydroxyacetophenone). Product: CC1=C(C=CC=C1)C=1OC2=C(C(C1)=O)C=CC=C2 (2-(2-methylphenyl)-4H-1-benzopyran-4-one). Reaction SMILES: [CH3:1][C:2]1[CH:10]=[CH:9][CH:8]=[CH:7][C:3]=1[C:4](Cl)=[O:5].O[CH2:12][C:13]([C:15]1[CH:20]=[CH:19][CH:18]=[CH:17][CH:16]=1)=[O:14]>>[CH3:1][C:2]1[CH:10]=[CH:9][CH:8]=[CH:7][C:3]=1[C:4]1[O:5][C:16]2[CH:17]=[CH:18][CH:19]=[CH:20][C:15]=2[C:13](=[O:14])[CH:12]=1. Reported procedure: 7 is prepared from 2-methylbenzoyl chloride (8) and 2-hydroxyacetophenone by the procedure of Example 1. The material is purified by vacuum column (eluting with 10% ethyl acetate in hexane), yielding 7 with a melting point of 45.5°-47.5° C. Starting materials: IC=1C=C(N)C=CC1 (m-Iodoaniline), C(C)OC(C(CC(C)=O)C(C1=CC=CC=C1)=O)=O (2-benzoyl-4-oxo-pentanoic acid ethyl ester), CC1=CC=C(C=C1)S(=O)(=O)O (tosic acid). The solvent is C(C)O (ethanol), C(Cl)Cl (methylene chloride). The product is C(C)OC(=O)C1=C(N(C(=C1)C)C1=CC(=CC=C1)I)C1=CC=CC=C1 (1-(3-Iodophenyl)-5-methyl-2-phenyl-1H-pyrrole-3-carboxylic Acid Ethyl Ester). As a reaction SMILES: [I:1][C:2]1[CH:3]=[C:4]([CH:6]=[CH:7][CH:8]=1)[NH2:5].[CH2:9]([O:11][C:12](=[O:26])[CH:13]([C:18](=O)[C:19]1[CH:24]=[CH:23][CH:22]=[CH:21][CH:20]=1)[CH2:14][C:15](=O)[CH3:16])[CH3:10].CC1C=CC(S(O)(=O)=O)=CC=1>C(O)C.C(Cl)Cl>[CH2:9]([O:11][C:12]([C:13]1[CH:14]=[C:15]([CH3:16])[N:5]([C:4]2[CH:6]=[CH:7][CH:8]=[C:2]([I:1])[CH:3]=2)[C:18]=1[C:19]1[CH:20]=[CH:21][CH:22]=[CH:23][CH:24]=1)=[O:26])[CH3:10]. Procedure details: m-Iodoaniline (5 mmol, 1.1 g), 2-benzoyl-4-oxo-pentanoic acid ethyl ester (5 mmol, 1.2 g), and tosic acid (0.1 g) were combined in ethanol, then heated under reflux. The residual oil was resuspended in methylene chloride, then washed with water, 5% sodium bicarbonate, and brine. The solids were separated, and the solvents removed under vacuum. The resulting solid was recrystallized in ethanol. A portion of the material did not dissolve, and was separated by filtration. Both the recrystallized an... The reactants are C1(=CC=CC=C1)C (toluene), C(CC)(=O)OC(CC)=O (propionic anhydride), C(CC)(=O)OC(CC)=O.C1(=CC=CC=C1)C.C1(=CC=CC=C1)CCO.C(C)(C)OCCC1=CC=CC=C1 (propionic anhydride toluene phenylethyl alcohol isopropyl phenethylether). Run in O (water). Product: C(C)(C)OCCC1=CC=CC=C1 (Isopropyl Phenethylether). Reaction SMILES: C1(C)C=CC=CC=1.C(OC(=O)CC)(=O)CC.C(OC(=O)CC)(=O)CC.C1(C)C=CC=CC=1.C1(CCO)C=CC=CC=1.[CH:42]([O:45][CH2:46][CH2:47][C:48]1[CH:53]=[CH:52][CH:51]=[CH:50][CH:49]=1)([CH3:44])[CH3:43]>O>[CH:42]([O:45][CH2:46][CH2:47][C:48]1[CH:49]=[CH:50][CH:51]=[CH:52][CH:53]=1)([CH3:44])[CH3:43] |f:2.3.4.5|. Procedure: To the toluene mixture is added 260 grams of propionic anhydride and the propionic anhydride/toluene/phenylethyl alcohol/isopropyl phenethylether mixture is then refluxed for a period of 30 minutes. The reaction mass is then cooled down and one liter of water is added thereto. The reaction mass is then washed with 50% caustic followed by saturated sodium chloride and then neutralized with saturated sodium bicarbonate. Starting materials: COc1cc(-c2cccc(Cl)c2)c2cc(C(O)c3ccoc3)ccc2n1, ClC(Cl)Cl, O=[Mn]=O. Product: COc1cc(-c2cccc(Cl)c2)c2cc(C(=O)c3ccoc3)ccc2n1. RXN SMILES: [Cl:1][c:2]1[cH:3][c:4](-[c:8]2[cH:9][c:10]([O:25][CH3:26])[n:11][c:12]3[cH:13][cH:14][c:15]([CH:18]([OH:19])[c:20]4[cH:21][o:22][cH:23][cH:24]4)[cH:16][c:17]23)[cH:5][cH:6][cH:7]1.[Cl:27][CH:28]([Cl:29])[Cl:30].[O:31]=[Mn:32]=[O:33]>>[Cl:1][c:2]1[cH:3][c:4](-[c:8]2[cH:9][c:10]([O:25][CH3:26])[n:11][c:12]3[cH:13][cH:14][c:15]([C:18](=[O:19])[c:20]4[cH:21][o:22][cH:23][cH:24]4)[cH:16][c:17]23)[cH:5][cH:6][cH:7]1. Starting materials: N1CCC(CC1)C(=O)N (Piperidine-4-carboxylic acid amide), [OH-].[Na+] (NaOH), BrCCCCl (1-bromo-3-chloropropane). Run in CC(=O)C (acetone). Product: ClCCCN1CCC(CC1)C(=O)N (1-(3-Chloro-propyl)-piperidine-4-carboxylic acid amide). Isolated yield 20.0%. As a reaction SMILES: [NH:1]1[CH2:6][CH2:5][CH:4]([C:7]([NH2:9])=[O:8])[CH2:3][CH2:2]1.[OH-].[Na+].Br[CH2:13][CH2:14][CH2:15][Cl:16]>CC(C)=O>[Cl:16][CH2:15][CH2:14][CH2:13][N:1]1[CH2:6][CH2:5][CH:4]([C:7]([NH2:9])=[O:8])[CH2:3][CH2:2]1 |f:1.2|. Procedure details: Piperidine-4-carboxylic acid amide (0.5 g, 3.90 mmol), acetone (1.5 ml, 3 vol), 5M NaOH solution (1.20 ml, 1.2 eq.) and 1-bromo-3-chloropropane (0.50 ml, 5.04 mmol, 1 eq.) were reacted together according to general procedure A to give the title compound (0.16 g, 20%) as a pale yellow oil.